Dataset: the Open Reaction Database (ORD), a public repository of structured organic reaction records. Task: describe an organic reaction: reactants, conditions, products, and yield Starting materials: C(O)([O-])=O.[Na+] (sodium hydrogen carbonate), NC1(CC=C(C=C1)OC)O (1-Amino-4-methoxyphenol), C(C(C)C)C(=O)C (methyl isobutyl ketone), ClCC(=O)Cl (Chloroacetyl chloride). Product: COC=1C=CC2=C(NCCO2)C1 (6-Methoxy-3,4-dihydro-2H-1,4-benzoxazine). Reaction SMILES: [NH2:1][C:2]1(O)C=CC(OC)=C[CH2:3]1.[C:11](=O)([O-])O.[Na+].Cl[CH2:17][C:18](Cl)=[O:19].[CH2:21]([C:25]([CH3:27])=[O:26])[CH:22](C)C>>[CH3:11][O:19][C:18]1[CH:22]=[CH:21][C:25]2[O:26][CH2:3][CH2:2][NH:1][C:27]=2[CH:17]=1 |f:1.2|. Procedure: The compound obtained in Step A (5.94 g; 42.7 mmol) is dissolved in 50 ml of methyl isobutyl ketone, and a solution of sodium hydrogen carbonate (3 eq.; 128.1 mmol; 10.76 g dissolved in 60 ml of water) is subsequently added. Chloroacetyl chloride (1.1 eq.; 46.9 mmol; 3.74 ml) is then slowly added. The mixture is maintained at reflux for one hour, then the methyl isobutyl ketone is removed under reduced pressure. The residue is taken up in ethyl acetate, and the organic phase is washed twice with... Starting materials: C(C)(=O)OCC (Ethyl acetate), C1(=CC=CC2=CC=CC=C12)C(=O)N1C(NC(C1=O)(C1=CC=CC=C1)C1=CC=CC=C1)=O (3-Naphthylcarbonyl-5,5-diphenylimidazolidine-2,4-dione), C([O-])([O-])=O.[K+].[K+] (potassium carbonate), BrCC(=O)C1=CC=CC=C1 (2-bromoacetophenone). Run in CN(C)C=O (DMF). Conditions: time 8 hour. Product: C1(=CC=CC2=CC=CC=C12)C(=O)N1C(N(C(C1=O)(C1=CC=CC=C1)C1=CC=CC=C1)CC(C1=CC=CC=C1)=O)=O (3-Naphthylcarbonyl-1-(2-oxo-2-phenylethyl)-5,5-diphenylimidazolidine -2,4-dione). The yield is 53.5%. RXN SMILES: [C:1]1([C:11]([N:13]2[C:17](=[O:18])[C:16]([C:25]3[CH:30]=[CH:29][CH:28]=[CH:27][CH:26]=3)([C:19]3[CH:24]=[CH:23][CH:22]=[CH:21][CH:20]=3)[NH:15][C:14]2=[O:31])=[O:12])[C:10]2[C:5](=[CH:6][CH:7]=[CH:8][CH:9]=2)[CH:4]=[CH:3][CH:2]=1.Br[CH2:33][C:34]([C:36]1[CH:41]=[CH:40][CH:39]=[CH:38][CH:37]=1)=[O:35].C(=O)([O-])[O-].[K+].[K+].C(OCC)(=O)C>CN(C=O)C>[C:1]1([C:11]([N:13]2[C:17](=[O:18])[C:16]([C:19]3[CH:24]=[CH:23][CH:22]=[CH:21][CH:20]=3)([C:25]3[CH:30]=[CH:29][CH:28]=[CH:27][CH:26]=3)[N:15]([CH2:33][C:34](=[O:35])[C:36]3[CH:41]=[CH:40][CH:39]=[CH:38][CH:37]=3)[C:14]2=[O:31])=[O:12])[C:10]2[C:5](=[CH:6][CH:7]=[CH:8][CH:9]=2)[CH:4]=[CH:3][CH:2]=1 |f:2.3.4|. Procedure: 3-Naphthylcarbonyl-5,5-diphenylimidazolidine-2,4-dione (100 mg) was dissolved in DMF (2 mL), 2-bromoacetophenone (52 mg) was added, and potassium carbonate (36 mg) was further added. The reaction solution was stirred at room temperature overnight. Ethyl acetate (100 mL) was added to the reaction solution, and the solution was washed with 1N hydrochloric acid, an aqueous saturated sodium bicarbonate solution and a saturated brine in turn. After the solution was dried over anhydrous magnesium sulf...